The task is: describe an organic reaction: reactants, conditions, products, and yield. This data is from the Open Reaction Database (ORD), a public repository of structured organic reaction records. Starting materials: CC(C)([O-])C.[K+] (potassium t-butoxide), C12C(C(C(C=C1)C2)C(=O)Cl)C(=O)Cl (5-norbornene-2,3-dicarbonyl chloride). The solvent is C1CCOC1 (THF). Yields the product C(C)(C)(C)OC(=O)C1C2C=CC(C1C(=O)OC(C)(C)C)C2 (2,3-di-t-butoxycarbonyl 5-norbornene). Reaction SMILES: [CH3:1][C:2]([CH3:5])([O-:4])[CH3:3].[K+].[CH:7]12[CH2:13][CH:10]([CH:11]=[CH:12]1)[CH:9]([C:14](Cl)=[O:15])[CH:8]2[C:17](Cl)=[O:18]>C1COCC1>[C:2]([O:4][C:17]([CH:8]1[CH:9]([C:14]([O:4][C:2]([CH3:5])([CH3:3])[CH3:1])=[O:15])[CH:10]2[CH2:13][CH:7]1[CH:12]=[CH:11]2)=[O:18])([CH3:5])([CH3:3])[CH3:1] |f:0.1|. Procedure: 34 g (0.3 mol) of potassium t-butoxide was dissolved in 250 mL of THF in a round-bottom flask and then 22 g (0.1 mol) of 5-norbornene-2,3-dicarbonyl chloride was slowly added thereto at room temperature to be reacted at 45° C. for about 12 hours. The reactants are Cl.C(C)N1C[C@@H]2CC(CC[C@]2(CC1)C1=CC(=CC=C1)OC)=O ((±)-trans-2-ethyl-4a-(3-methoxyphenyl)-7-oxo-1,2,3,4,4a,5,6,7,8,8a-decahydroisoquinoline hydrochloride), C(C)N(C(C(C(C)=O)=NNC1=CC=CC=C1)=O)CC (N,N-diethyl-2-phenylhydrazono-3-oxobutyramide), CC(=O)O[Na] (CH3COONa). The reagents and catalysts are [Zn] (zinc). The solvent is C(C)(=O)O (acetic acid). Yields the product C(C)N(C(=O)C1=C(C=2C[C@]3(CCN(C[C@@H]3CC2N1)C)C1=CC(=CC=C1)OC)C)CC ((±)-trans-2-Diethylaminocarbonyl-3,7-dimethyl-4a-(3-methoxyphenyl) -4,4a,5,6,7,8,8a,9-octahydro-1H-pyrrolo[3,2-g]isoquinoline). Yield: 16.8%. RXN SMILES: Cl.C([N:4]1[CH2:13][CH2:12][C@@:11]2([C:14]3[CH:19]=[CH:18][CH:17]=[C:16]([O:20][CH3:21])[CH:15]=3)[C@@H:6]([CH2:7][C:8](=O)[CH2:9][CH2:10]2)[CH2:5]1)C.[CH2:23]([N:25]([CH2:40][CH3:41])[C:26](=[O:39])[C:27](=[N:31]NC1C=CC=CC=1)[C:28](=O)[CH3:29])[CH3:24].[CH3:42]C(O[Na])=O>[Zn].C(O)(=O)C>[CH2:40]([N:25]([CH2:23][CH3:24])[C:26]([C:27]1[NH:31][C:8]2[CH2:9][C@@H:12]3[C@:11]([C:14]4[CH:19]=[CH:18][CH:17]=[C:16]([O:20][CH3:21])[CH:15]=4)([CH2:10][CH2:42][N:4]([CH3:5])[CH2:13]3)[CH2:6][C:7]=2[C:28]=1[CH3:29])=[O:39])[CH3:41] |f:0.1|. Procedure: 0.9 g (2.9 mmol) of (±)-trans-2-ethyl-4a-(3-methoxyphenyl)-7-oxo-1,2,3,4,4a,5,6,7,8,8a-decahydroisoquinoline hydrochloride (J. Med. Chem., 35, 48, 1992), 0.9 g (3.5 mmol) of N,N-diethyl-2-phenylhydrazono-3-oxobutyramide, 0.28 g (3.5 mmol) of CH3COONa, 0.87 g (13.3 mmol) of zinc dust and 5 ml of glacial acetic acid were treated as described in example 1. The residue was purified by flash chromatography (CH2Cl2 /MeOH/conc. NH4 OH 86: 10:0.6; Rf=0.27), to yield 0.2 g of the title compound.M.p.=153°... Procedure details: The product is prepared according to the procedure described in Example 5, using 260 mg of sodium [4-(morpholin-4-yl)-6-oxo-1,6-dihydropyrimidin-2-yl]acetate and 294 mg of 2,3,4-trifluoroaniline in place of the 2,4-difluoroaniline. 195 mg of 2-[4-(morpholin-4-yl)-6-oxo-1,6-dihydropyrimidin-2-yl]-N-(2,3,4-trifluorophenyl)acetamide are obtained in the form of a white solid, the characteristics of which are the following: Reactants: N1(CCOCC1)C=1N=C(NC(C1)=O)CC(=O)[O-].[Na+] (sodium [4-(morpholin-4-yl)-6-oxo-1,6-dihydropyrimidin-2-yl]acetate), FC1=C(N)C=CC(=C1F)F (2,3,4-trifluoroaniline). Yield: 53.2%. Yields the product N1(CCOCC1)C=1N=C(NC(C1)=O)CC(=O)NC1=C(C(=C(C=C1)F)F)F (2-[4-(morpholin-4-yl)-6-oxo-1,6-dihydropyrimidin-2-yl]-N-(2,3,4-trifluorophenyl)acetamide). RXN SMILES: [N:1]1([C:7]2[N:8]=[C:9]([CH2:14][C:15]([O-:17])=O)[NH:10][C:11](=[O:13])[CH:12]=2)[CH2:6][CH2:5][O:4][CH2:3][CH2:2]1.[Na+].[F:19][C:20]1[C:26]([F:27])=[C:25]([F:28])[CH:24]=[CH:23][C:21]=1[NH2:22]>>[N:1]1([C:7]2[N:8]=[C:9]([CH2:14][C:15]([NH:22][C:21]3[CH:23]=[CH:24][C:25]([F:28])=[C:26]([F:27])[C:20]=3[F:19])=[O:17])[NH:10][C:11](=[O:13])[CH:12]=2)[CH2:2][CH2:3][O:4][CH2:5][CH2:6]1 |f:0.1|. Reactants: N(=[N+]=[N-])C[C@@H]1OC2=C(C(=CC=C2CC1)Cl)C1=C(C=CC=C1)Cl ((2R)-2-(azidomethyl)-7-chloro-8-(2-chlorophenyl)chroman), C1(=CC=CC=C1)P(C1=CC=CC=C1)C1=CC=CC=C1 (triphenylphosphine). The product is Cl.ClC1=CC=C2CC[C@@H](OC2=C1C1=C(C=CC=C1)Cl)CN (((2R)-7-chloro-8-(2-chlorophenyl)chroman-2-yl)methanamine hydrochloride). Isolated yield 90.7%. As a reaction SMILES: [N:1]([CH2:4][C@H:5]1[CH2:14][CH2:13][C:12]2[C:7](=[C:8]([C:16]3[CH:21]=[CH:20][CH:19]=[CH:18][C:17]=3[Cl:22])[C:9]([Cl:15])=[CH:10][CH:11]=2)[O:6]1)=[N+]=[N-].C1(P(C2C=CC=CC=2)C2C=CC=CC=2)C=CC=CC=1>>[ClH:15].[Cl:15][C:9]1[C:8]([C:16]2[CH:21]=[CH:20][CH:19]=[CH:18][C:17]=2[Cl:22])=[C:7]2[C:12]([CH2:13][CH2:14][C@H:5]([CH2:4][NH2:1])[O:6]2)=[CH:11][CH:10]=1 |f:2.3|. Procedure details: Treatment of (2R)-2-(azidomethyl)-7-chloro-8-(2-chlorophenyl)chroman (1.5 g, 4.48 mmol) with polymer-bound triphenylphosphine (3 mmol/g, 1.94 g, 5.82 mmol) according to the procedure described for Example 69, Step 10 provided 0.70 g (45%) of ((2R)-7-chloro-8-(2-chlorophenyl)chroman-2-yl)methanamine hydrochloride as a white solid salt, mp 220–222° C.; MS (ESI) m/z 308.1 ([M+H]+); [α]D25=−26.4° (c=1% SOLN, MeOH). Starting materials: C1CCOC1, CCOC(=O)CCc1cccc(CCC(=O)O)c1. Product: CCOC(=O)CCc1cccc(CCCO)c1. RXN SMILES: [CH2:19]1[O:20][CH2:21][CH2:22][CH2:23]1.[CH2:1]([CH3:2])[O:3][C:4]([CH2:5][CH2:6][c:7]1[cH:8][c:9]([CH2:13][CH2:14][C:15](=[O:16])[OH:17])[cH:10][cH:11][cH:12]1)=[O:18]>>[CH2:1]([CH3:2])[O:3][C:4]([CH2:5][CH2:6][c:7]1[cH:8][c:9]([CH2:13][CH2:14][CH2:15][OH:16])[cH:10][cH:11][cH:12]1)=[O:18]. The reactants are CC(C)(C)OC(=O)c1nc(-c2ccc(Cl)cc2Cl)n(-c2ccc(Cl)cc2)c1S(C)(=O)=O, ClCCl, O=C(O)C(F)(F)F. Yields the product CS(=O)(=O)c1c(C(=O)O)nc(-c2ccc(Cl)cc2Cl)n1-c1ccc(Cl)cc1. Reaction SMILES: [Cl:1][c:2]1[cH:3][cH:4][c:5](-[n:8]2[c:9](-[c:24]3[c:25]([Cl:31])[cH:26][c:27]([Cl:30])[cH:28][cH:29]3)[n:10][c:11]([C:17](=[O:18])[O:19][C:20]([CH3:21])([CH3:22])[CH3:23])[c:12]2[S:13](=[O:14])(=[O:15])[CH3:16])[cH:6][cH:7]1.[Cl:39][CH2:40][Cl:41].[F:32][C:33]([F:34])([F:35])[C:36]([OH:37])=[O:38]>>[Cl:1][c:2]1[cH:3][cH:4][c:5](-[n:8]2[c:9](-[c:24]3[c:25]([Cl:31])[cH:26][c:27]([Cl:30])[cH:28][cH:29]3)[n:10][c:11]([C:17](=[O:18])[OH:19])[c:12]2[S:13](=[O:14])(=[O:15])[CH3:16])[cH:6][cH:7]1. Starting materials: FC1=C(C#N)C=CC(=C1)N (2-fluoro-4-aminobenzonitrile), C(OCC)(OCC)OCC (triethyl orthoformate), [BH4-].[Na+] (sodium borohydride). Reagents/catalysts: FC(C(=O)O)(F)F (trifluoroacetic acid). Solvent: C(C)(=O)OCC (ethyl acetate), C(C)O (ethanol). Reaction conditions: time 20 minute. Yields the product FC1=C(C#N)C=CC(=C1)NC (2-fluoro-4-(methylamino)benzonitrile). The yield is 88.0%. As a reaction SMILES: [F:1][C:2]1[CH:9]=[C:8]([NH2:10])[CH:7]=[CH:6][C:3]=1[C:4]#[N:5].[BH4-].[Na+].[CH:13](OCC)(OCC)OCC>C(O)C.C(OCC)(=O)C.FC(F)(F)C(O)=O>[F:1][C:2]1[CH:9]=[C:8]([NH:10][CH3:13])[CH:7]=[CH:6][C:3]=1[C:4]#[N:5] |f:1.2|. Reported procedure: To a solution of 2-fluoro-4-aminobenzonitrile [Ind. Chim. Belg., 39, 490-500 (1974)] (3.8 g, 28 mmol) in anhydrous triethyl orthoformate (50 mL) was added trifluoroacetic acid (0.16 g, 1.4 mmol). The solution was heated to reflux 45 min, cooled and concentrated to give a yellow crystalline solid. To a solution of this solid in absolute ethanol (60 mL) at 0° C. was added sodium borohydride (3.2 g, 84 mmol). The resulting suspension was stirred at RT for 20 min, heated at reflux for 1 h, cooled an... Reactants: C(C)(=O)Br (acetyl bromide), COC1(OC2CCC2O1)C1=CC=CC=C1 (3-methoxy-3-phenyl-2,4-dioxa-bicyclo[3,2,0]heptane). Product: Br[C@H]1[C@@H](CC1)OC(C1=CC=CC=C1)=O (trans-1-bromo-2-benzoyloxy-cyclobutane). The yield is 101.1%. Reaction SMILES: C([Br:4])(=O)C.C[O:6][C:7]1([C:14]2[CH:19]=[CH:18][CH:17]=[CH:16][CH:15]=2)O[CH:12]2[CH:9]([CH2:10][CH2:11]2)[O:8]1>>[Br:4][C@@H:12]1[CH2:11][CH2:10][C@H:9]1[O:8][C:7](=[O:6])[C:14]1[CH:19]=[CH:18][CH:17]=[CH:16][CH:15]=1. Reported procedure: 16.9 g (0.189 mol) of acetyl bromide are added dropwise to 26.0 g (0.126 mol) of 3-methoxy-3-phenyl-2,4-dioxa-bicyclo[3,2,0]heptane (stereoisomer mixture), at 20° to 30° C. After the reaction has subsided, the mixture is heated to the reflux for 4 hours. Distillation in vacuo gives 32.5 g (99%) of trans-1-bromo-2-benzoyloxy-cyclobutane as a colourless oil of boiling point0.2 94°-97°, which solidifies in the receiver. Starting materials: ( 7R ), N[C@@H]1CN(C[C@@H](C1)C(F)(F)F)C1=C2C(=NC=C1NC(=O)C1=NC(=C(C=C1)F)C1=C(C=C(C=C1F)C(C)(C)O)F)[C@H](CC2)O (N-{4-[(3S,5R)-3-amino-5-(trifluoromethyl)piperidin-1-yl]-(7S)-7-hydroxy-6,7-dihydro-5H-cyclopenta[b]pyridin-3-yl}-6-[2,6-difluoro-4-(1-hydroxy-1-methylethyl)phenyl]-5-fluoropyridine-2-carboxamide), ( 7S ), N[C@@H]1CN(C[C@@H](C1)C(F)(F)F)C1=C2C(=NC=C1NC(=O)C1=NC(=C(C=C1)F)C1=C(C=C(C=C1F)C(C)(C)O)F)[C@@H](CC2)O (N-{4-[(3S,5R)-3-amino-5-(trifluoromethyl)piperidin-1-yl]-(7R)-7-hydroxy-6,7-dihydro-5H-cyclopenta[b]pyridin-3-yl}-6-[2,6-difluoro-4-(1-hydroxy-1-methylethyl)phenyl]-5-fluoropyridine-2-carboxamide). The product is N[C@@H]1CN(C[C@@H](C1)C(F)(F)F)C1=C2C(=NC=C1NC(=O)C1=NC(=C(C=C1)F)C1=C(C=C(C=C1F)C(C)(C)O)F)C(CC2)O (N-{4-[(3S,5R)-3-Amino-5-(trifluoromethyl)piperidin-1-yl]-7-hydroxy-6,7-dihydro-5H-cyclopenta[b]pyridin-3-yl}-6-[2,6-difluoro-4-(1-hydroxy-1-methylethyl)phenyl]-5-fluoropyridine-2-carboxamide). RXN SMILES: [NH2:1][C@H:2]1[CH2:7][C@@H:6]([C:8]([F:11])([F:10])[F:9])[CH2:5][N:4]([C:12]2[C:17]([NH:18][C:19]([C:21]3[CH:26]=[CH:25][C:24]([F:27])=[C:23]([C:28]4[C:33]([F:34])=[CH:32][C:31]([C:35]([OH:38])([CH3:37])[CH3:36])=[CH:30][C:29]=4[F:39])[N:22]=3)=[O:20])=[CH:16][N:15]=[C:14]3[C@H:40]([OH:43])[CH2:41][CH2:42][C:13]=23)[CH2:3]1.N[C@H]1C[C@@H](C(F)(F)F)CN(C2C(NC(C3C=CC(F)=C(C4C(F)=CC(C(O)(C)C)=CC=4F)N=3)=O)=CN=C3[C@@H](O)CCC=23)C1>>[NH2:1][C@H:2]1[CH2:7][C@@H:6]([C:8]([F:9])([F:10])[F:11])[CH2:5][N:4]([C:12]2[C:17]([NH:18][C:19]([C:21]3[CH:26]=[CH:25][C:24]([F:27])=[C:23]([C:28]4[C:29]([F:39])=[CH:30][C:31]([C:35]([OH:38])([CH3:37])[CH3:36])=[CH:32][C:33]=4[F:34])[N:22]=3)=[O:20])=[CH:16][N:15]=[C:14]3[CH:40]([OH:43])[CH2:41][CH2:42][C:13]=23)[CH2:3]1. Procedure: The diastereoisomers correspond to the (7R) and (7S) diastereoisomers of the title compound, N-{4-[(3S,5R)-3-amino-5-(trifluoromethyl)piperidin-1-yl]-(7R)-7-hydroxy-6,7-dihydro-5H-cyclopenta[b]pyridin-3-yl}-6-[2,6-difluoro-4-(1-hydroxy-1-methylethyl)phenyl]-5-fluoropyridine-2-carboxamide and N-{4-[(3S,5R)-3-amino-5-(trifluoromethyl)piperidin-1-yl]-(7S)-7-hydroxy-6,7-dihydro-5H-cyclopenta[b]pyridin-3-yl}-6-[2,6-difluoro-4-(1-hydroxy-1-methylethyl)phenyl]-5-fluoropyridine-2-carboxamide. The altern... Procedure details: 220 gm of the methyl ester obtained in Example B were hydrolized with 58.2 gm of potassium hydroxide in 900 ml of ethanol by boiling for one hour. Subsequently, the mixture was diluted with 1800 ml of water, the neutral components were extracted with ether, and the free acid was precipitated from the alkaline phase. By extraction with ether, and washing, drying and evaporating the ethereal extract, the reaction product was isolated. Yield: 130 gm (62% of theory); oil, Rf -value: 0.7 (cyclohexane... The reactants are COC(CSC(CC)C1=CC=C(C=C1)C1=C(C=CC=C1)F)=O ([1-(2'-Fluoro-4-biphenylyl)-propylthio]-acetic acidmethyl ester), [OH-].[K+] (potassium hydroxide), C1CCCCC1.C(C)(=O)OCC (cyclohexane ethyl acetate). Run at time 1 hour. As a reaction SMILES: C[O:2][C:3](=[O:22])[CH2:4][S:5][CH:6]([C:9]1[CH:14]=[CH:13][C:12]([C:15]2[CH:20]=[CH:19][CH:18]=[CH:17][C:16]=2[F:21])=[CH:11][CH:10]=1)[CH2:7][CH3:8].[OH-].[K+].C1CCCCC1.C(OCC)(=O)C>C(O)C.O>[F:21][C:16]1[CH:17]=[CH:18][CH:19]=[CH:20][C:15]=1[C:12]1[CH:13]=[CH:14][C:9]([CH:6]([S:5][CH2:4][C:3]([OH:22])=[O:2])[CH2:7][CH3:8])=[CH:10][CH:11]=1 |f:1.2,3.4|. Solvent: C(C)O (ethanol), O (water). Yields the product FC1=C(C=CC=C1)C1=CC=C(C=C1)C(CC)SCC(=O)O ([1-(2'-Fluoro-4-biphenylyl)-propylthio]-acetic acid).